This data is from the Open Reaction Database (ORD), a public repository of structured organic reaction records. The task is: describe an organic reaction: reactants, conditions, products, and yield Reactants: FC(C=1C=C(COC2=CC=C(NC3=NC=NC4=CC=C(C=C34)C3=CC=C(O3)C=O)C=C2)C=CC1)(F)F (5-(4-{4-(3-trifluoromethylbenzyloxy)anilino}-6-quinazolinyl)-furan-2-carbaldehyde), CS(=O)(=O)CCN (2-methanesulphonyl-ethylamine). Product: CS(=O)(=O)CCNCC1=CC=C(O1)C=1C=C2C(=NC=NC2=CC1)NC1=CC=C(C=C1)OCC1=CC(=CC=C1)C(F)(F)F (6-[5-({[2-(methanesulphonyl)ethyl]amino}methyl)-2-furyl]-N-(4-{[3-(trifiuoromethyl) benzyl]oxy}phenyl)-4-quinazolinamine). As a reaction SMILES: [F:1][C:2]([F:36])([F:35])[C:3]1[CH:4]=[C:5]([CH:32]=[CH:33][CH:34]=1)[CH2:6][O:7][C:8]1[CH:31]=[CH:30][C:11]([NH:12][C:13]2[C:22]3[C:17](=[CH:18][CH:19]=[C:20]([C:23]4[O:27][C:26]([CH:28]=O)=[CH:25][CH:24]=4)[CH:21]=3)[N:16]=[CH:15][N:14]=2)=[CH:10][CH:9]=1.[CH3:37][S:38]([CH2:41][CH2:42][NH2:43])(=[O:40])=[O:39]>>[CH3:37][S:38]([CH2:41][CH2:42][NH:43][CH2:28][C:26]1[O:27][C:23]([C:20]2[CH:21]=[C:22]3[C:17](=[CH:18][CH:19]=2)[N:16]=[CH:15][N:14]=[C:13]3[NH:12][C:11]2[CH:10]=[CH:9][C:8]([O:7][CH2:6][C:5]3[CH:32]=[CH:33][CH:34]=[C:3]([C:2]([F:36])([F:1])[F:35])[CH:4]=3)=[CH:31][CH:30]=2)=[CH:24][CH:25]=1)(=[O:40])=[O:39]. Procedure: Prepared according to Procedure D from 5-(4-{4-(3-trifluoromethylbenzyloxy)anilino}-6-quinazolinyl)-furan-2-carbaldehyde (0.6 equiv) and 2-methanesulphonyl-ethylamine (1 equiv). 1H NMR 300 MHz (DMSO-d6) 11.63 (bs, 1H); 9.88 (bs, 1H); 9.59 (bs, 1H); 8.88 (s, 1H); 8.43 (d, 1H); 7.97 (d, 1H); 7.90-7.67 (m, 6H); 7.34 (d, 1H); 7.19 (d, 2H); 6.89 (d, 1H); 5.30 (s, 2H); 4.45 (s, 2H); 3. 78 (m, 2H); 3.45 (m, 2H, obscured by water peak); 3.19 (s, 3H); MS m/z 597 (M+1).